Dataset: the Open Reaction Database (ORD), a public repository of structured organic reaction records. Task: describe an organic reaction: reactants, conditions, products, and yield RXN SMILES: [CH3:43][CH2:44][OH:45].[K+:42].[OH-:41].[OH:1][CH2:2][CH2:3][n:4]1[n:5][c:6]([C:36](=[O:37])[O:38][CH2:39][CH3:40])[c:7]2[c:16]1-[c:15]1[c:10]([cH:11][n:12][c:13]([NH:17][c:18]3[c:19]([O:31][C:32]([F:33])([F:34])[F:35])[cH:20][cH:21][c:22]([N:24]4[CH2:25][CH2:26][N:27]([CH3:30])[CH2:28][CH2:29]4)[cH:23]3)[n:14]1)[CH2:9][CH2:8]2>>[K+:42].[OH:1][CH2:2][CH2:3][n:4]1[n:5][c:6]([C:36](=[O:37])[O-:38])[c:7]2[c:16]1-[c:15]1[c:10]([cH:11][n:12][c:13]([NH:17][c:18]3[c:19]([O:31][C:32]([F:33])([F:34])[F:35])[cH:20][cH:21][c:22]([N:24]4[CH2:25][CH2:26][N:27]([CH3:30])[CH2:28][CH2:29]4)[cH:23]3)[n:14]1)[CH2:9][CH2:8]2. The reactants are CCO, [K+], [OH-], CCOC(=O)c1nn(CCO)c2c1CCc1cnc(Nc3cc(N4CCN(C)CC4)ccc3OC(F)(F)F)nc1-2. Yields the product [K+], CN1CCN(c2ccc(OC(F)(F)F)c(Nc3ncc4c(n3)-c3c(c(C(=O)[O-])nn3CCO)CC4)c2)CC1. Starting materials: C(Cl)Cl (DCM), C(C)OC(CCC1=C(C=C(C=C1)OC1=CC(=CC(=C1)C)OC1=C(C=C(C=C1)C(F)(F)F)Br)C)=O (3-{4-[3-(2-bromo-4-trifluoromethyl-phenoxy)-5-methyl-phenoxy]-2-methyl-phenyl}-propionic acid ethyl ester), N1=CC(=CC=C1)B(O)O (pyridine-3-boronic acid), [F-].[Cs+] (cesium fluoride). Run in C(C)#N (ACN). Conditions: temperature 100 celsius, time 5 hour. The product is C(C)OC(CCC1=C(C=C(C=C1)OC1=CC(=CC(=C1)OC1=C(C=C(C=C1)C(F)(F)F)C=1C=NC=CC1)C)C)=O (3-{2-Methyl-4-[3-methyl-5-(2-pyridin-3-yl-4-trifluoromethyl-phenoxy)-phenoxy]-phenyl}-propionic acid ethyl ester). Yield: 79.5%. Reaction SMILES: [CH2:1]([O:3][C:4](=[O:34])[CH2:5][CH2:6][C:7]1[CH:12]=[CH:11][C:10]([O:13][C:14]2[CH:19]=[C:18]([CH3:20])[CH:17]=[C:16]([O:21][C:22]3[CH:27]=[CH:26][C:25]([C:28]([F:31])([F:30])[F:29])=[CH:24][C:23]=3Br)[CH:15]=2)=[CH:9][C:8]=1[CH3:33])[CH3:2].[N:35]1[CH:40]=[CH:39][CH:38]=[C:37](B(O)O)[CH:36]=1.[F-].[Cs+].C(Cl)Cl>C(#N)C>[CH2:1]([O:3][C:4](=[O:34])[CH2:5][CH2:6][C:7]1[CH:12]=[CH:11][C:10]([O:13][C:14]2[CH:15]=[C:16]([O:21][C:22]3[CH:27]=[CH:26][C:25]([C:28]([F:31])([F:30])[F:29])=[CH:24][C:23]=3[C:37]3[CH:36]=[N:35][CH:40]=[CH:39][CH:38]=3)[CH:17]=[C:18]([CH3:20])[CH:19]=2)=[CH:9][C:8]=1[CH3:33])[CH3:2] |f:2.3|. Procedure: A mixture of 3-{4-[3-(2-bromo-4-trifluoromethyl-phenoxy)-5-methyl-phenoxy]-2-methyl-phenyl}-propionic acid ethyl ester (0.112 g, 0.209 mmol), pyridine-3-boronic acid (0.077 g, 0.626 mmol), and cesium fluoride (0.111 g, 0.731 mmol) in dry ACN (7 mL) is purged with N2 and then treated with 1,1′-bis(diphenylphophino)-ferrocene palladium (II) chloride complex with DCM (0.031 g, 0.042 mmol). The mixture is heated to 100° C. and stirred for 5 hours under N2. The reaction is cooled, and the crude mixtu...